This data is from the Open Reaction Database (ORD), a public repository of structured organic reaction records. The task is: describe an organic reaction: reactants, conditions, products, and yield Reactants: Cc1nc(N2CCNCC2)sc1C(F)(F)F, CC(C)Oc1ccc(S(C)(=O)=O)cc1C(=O)O, Cl. Product: Cc1nc(N2CCN(C(=O)c3cc(S(C)(=O)=O)ccc3OC(C)C)CC2)sc1C(F)(F)F. As a reaction SMILES: [CH3:19][c:20]1[n:21][c:22]([N:29]2[CH2:30][CH2:31][NH:32][CH2:33][CH2:34]2)[s:23][c:24]1[C:25]([F:26])([F:27])[F:28].[CH:1]([CH3:2])([CH3:3])[O:4][c:5]1[c:6]([C:7](=[O:8])[OH:9])[cH:10][c:11]([S:14](=[O:15])(=[O:16])[CH3:17])[cH:12][cH:13]1.[ClH:18]>>[CH:1]([CH3:2])([CH3:3])[O:4][c:5]1[c:6]([C:7](=[O:9])[N:32]2[CH2:31][CH2:30][N:29]([c:22]3[n:21][c:20]([CH3:19])[c:24]([C:25]([F:26])([F:27])[F:28])[s:23]3)[CH2:34][CH2:33]2)[cH:10][c:11]([S:14](=[O:15])(=[O:16])[CH3:17])[cH:12][cH:13]1. Product: CC=1C=CC=C2C=CC=C(C12)O (8-Methyl-1-naphthol). Reactants: OCC=1C=CC=C2C=CC=C(C12)O (8-hydroxymethyl-1-naphthol), [H][H] (hydrogen). Reported procedure: Prepared from the known (J. Chem. Soc., C, (1966) 523) 8-hydroxymethyl-1-naphthol by hydrogenolysis using 0.1 equiv. of 20 % palladium hydroxide on carbon (Pearlmann's catalyst) in ethanol at 45 psi hydrogen for 4 hours in quantitative yield, M.P. 56°-59° C. As a reaction SMILES: O[CH2:2][C:3]1[CH:4]=[CH:5][CH:6]=[C:7]2[C:12]=1[C:11]([OH:13])=[CH:10][CH:9]=[CH:8]2.[H][H]>C(O)C.[OH-].[OH-].[Pd+2]>[CH3:2][C:3]1[CH:4]=[CH:5][CH:6]=[C:7]2[C:12]=1[C:11]([OH:13])=[CH:10][CH:9]=[CH:8]2 |f:3.4.5|. Run in C(C)O (ethanol). The reagents and catalysts are [OH-].[OH-].[Pd+2] (palladium hydroxide on carbon). The reactants are BrBr (Bromine), COC=1C=NC(=CC1[Sn](C)(C)C)C(F)(F)F (3-methoxy-6-trifluoromethyl-4-trimethylstannylpyridine), [O-]S(=O)[O-].[Na+].[Na+] (Na2SO3). Solvent: ClCCl (dichloromethane). Conditions: time 30 minute. Product: BrC1=C(C=NC(=C1)C(F)(F)F)OC (4-bromo-3-methoxy-6-trifluoromethylpyridine). RXN SMILES: [Br:1]Br.[CH3:3][O:4][C:5]1[CH:6]=[N:7][C:8]([C:15]([F:18])([F:17])[F:16])=[CH:9][C:10]=1[Sn](C)(C)C.[O-]S([O-])=O.[Na+].[Na+]>ClCCl>[Br:1][C:10]1[CH:9]=[C:8]([C:15]([F:18])([F:17])[F:16])[N:7]=[CH:6][C:5]=1[O:4][CH3:3] |f:2.3.4|. Procedure details: Bromine (0.52 ml, 10 mmol) was added via syringe to a stirred solution of 3-methoxy-6-trifluoromethyl-4-trimethylstannylpyridine (1.7 g, 5 mmol) in dichloromethane (25 ml). The reaction mixture was stirred for 30 min at room temperature and treated with saturated aqueous Na2SO3 (15 ml). The phases were separated. The aqueous layer was extracted with dichloromethane (2×15 ml). The combined organic extracts were dried (Na2SO4) and concentrated. The residue was purified by chromatography on silica ... The reactants are COC1=CC=C(C=C1)C#CC1=C(C=CC=C1)C1=CC=CC(=N1)N1N=CC(=C1C(F)(F)F)C(=O)OCC (Ethyl 1-(6-{2-[(4-methoxyphenyl)ethynyl]phenyl}pyridin-2-yl)-5-(trifluoromethyl)-1H-pyrazole-4-carboxylate), [H][H] (hydrogen). The reagents and catalysts are [Pt](=O)=O (platinum(IV) oxide). Solvent: CCOC(=O)C (EtOAc), CCO (EtOH). Run at time 2 hour. The product is COC1=CC=C(C=C1)CCC1=C(C=CC=C1)C1=CC=CC(=N1)N1N=CC(=C1C(F)(F)F)C(=O)OCC (Ethyl 1-(6-{2-[2-(4-methoxyphenyl)ethyl]phenyl}pyridin-2-yl)-5-(trifluoromethyl)-1H-pyrazole-4-carboxylate). RXN SMILES: [CH3:1][O:2][C:3]1[CH:8]=[CH:7][C:6]([C:9]#[C:10][C:11]2[CH:16]=[CH:15][CH:14]=[CH:13][C:12]=2[C:17]2[N:22]=[C:21]([N:23]3[C:27]([C:28]([F:31])([F:30])[F:29])=[C:26]([C:32]([O:34][CH2:35][CH3:36])=[O:33])[CH:25]=[N:24]3)[CH:20]=[CH:19][CH:18]=2)=[CH:5][CH:4]=1.[H][H]>CCOC(C)=O.CCO.[Pt](=O)=O>[CH3:1][O:2][C:3]1[CH:8]=[CH:7][C:6]([CH2:9][CH2:10][C:11]2[CH:16]=[CH:15][CH:14]=[CH:13][C:12]=2[C:17]2[N:22]=[C:21]([N:23]3[C:27]([C:28]([F:31])([F:29])[F:30])=[C:26]([C:32]([O:34][CH2:35][CH3:36])=[O:33])[CH:25]=[N:24]3)[CH:20]=[CH:19][CH:18]=2)=[CH:5][CH:4]=1. Procedure details: To a degassed solution of the title compound from Example 236 Step A (255 mg, 0.519 mmol) in EtOAc (3 mL) and EtOH (3 mL) was added platinum(IV) oxide (175 mg). The reaction mixture was fitted with a hydrogen balloon attached to a 3-way adapter. The reaction flask was then evacuated and back-filled with hydrogen. After this process was repeated three times, the reaction mixture was placed under a hydrogen atmosphere, and was stirred vigorously. After 2 h, the reaction mixture was filtered throug...